This data is from the Open Reaction Database (ORD), a public repository of structured organic reaction records. The task is: describe an organic reaction: reactants, conditions, products, and yield Procedure details: 4-Bromo-N-(3,5-dimethyl-isoxazol-4-ylmethyl)-3-fluoro-benzamide. To a mixture of 4-bromo-3-fluoro-benzoic acid (3.0 mmol) and DMF (0.10 mL) in DCE (10 mL) was added (COCl)2 (4.0 mL) dropwise. After 30 min, the mixture was concentrated and dried under vacuum. The residue was dissolved in DCE (20 mL), treated with C-(3,5-dimethyl-isoxazol-4-yl)-methylamine (3.0 mmol) and TEA (8.0 mmol), and stirred at rt for 16 h. The mixture was treated with H2O (10 mL). The resulting precipitate was collected by... Starting materials: C(=O)(C(=O)Cl)Cl ((COCl)2), BrC1=C(C=C(C(=O)NCC=2C(=NOC2C)C)C=C1)F (4-Bromo-N-(3,5-dimethyl-isoxazol-4-ylmethyl)-3-fluoro-benzamide), CC1=NOC(=C1CN)C (C-(3,5-dimethyl-isoxazol-4-yl)-methylamine), TEA, BrC1=C(C=C(C(=O)O)C=C1)F (4-bromo-3-fluoro-benzoic acid), O (H2O). Product: C(C)N(C(=O)C(N1CCN(CC1)C1=C(C=C(C(=O)NCC=2C(=NOC2C)C)C=C1)F)C1=CC=CC=C1)CC (4-[4-(Diethylcarbamoyl-phenyl-methyl)-piperazin-1-yl]-N-(3,5-dimethyl-isoxazol-4-ylmethyl)-3-fluoro-benzamide). The solvent is ClCCCl (DCE), CN(C)C=O (DMF). RXN SMILES: Br[C:2]1[CH:18]=[CH:17][C:5]([C:6]([NH:8][CH2:9][C:10]2[C:11]([CH3:16])=[N:12][O:13][C:14]=2[CH3:15])=[O:7])=[CH:4][C:3]=1[F:19].Br[C:21]1[CH:29]=[CH:28][C:24]([C:25](O)=O)=[CH:23][C:22]=1F.[C:31](Cl)([C:33](Cl)=O)=O.CC1[C:42]([CH2:43][NH2:44])=C(C)ON=1.[OH2:46]>ClCCCl.CN(C=O)C>[CH2:6]([N:8]([CH2:31][CH3:33])[C:9]([CH:25]([C:24]1[CH:28]=[CH:29][CH:21]=[CH:22][CH:23]=1)[N:44]1[CH2:43][CH2:42][N:12]([C:2]2[CH:18]=[CH:17][C:5]([C:6]([NH:8][CH2:9][C:10]3[C:11]([CH3:16])=[N:12][O:13][C:14]=3[CH3:15])=[O:7])=[CH:4][C:3]=2[F:19])[CH2:11][CH2:10]1)=[O:46])[CH3:5]. The yield is 69.0%. Conditions: time 30 minute.